Dataset: the Open Reaction Database (ORD), a public repository of structured organic reaction records. Task: describe an organic reaction: reactants, conditions, products, and yield Reactants: B, C1CCOC1, CCOC(C)=O, Cl, CCC(=O)NCC1CCC(Nc2nc3c(s2)CCOc2ccccc2-3)CC1. The product is CCCNCC1CCC(Nc2nc3c(s2)CCOc2ccccc2-3)CC1. RXN SMILES: [BH3:28].[CH2:36]1[O:37][CH2:38][CH2:39][CH2:40]1.[CH3:29][CH2:30][O:31][C:32]([CH3:33])=[O:34].[ClH:35].[n:1]1[c:2]([NH:15][CH:16]2[CH2:17][CH2:18][CH:19]([CH2:22][NH:23][C:24]([CH2:25][CH3:26])=[O:27])[CH2:20][CH2:21]2)[s:3][c:4]2[c:5]1-[c:6]1[c:7]([cH:11][cH:12][cH:13][cH:14]1)[O:8][CH2:9][CH2:10]2>>[n:1]1[c:2]([NH:15][CH:16]2[CH2:17][CH2:18][CH:19]([CH2:22][NH:23][CH2:24][CH2:25][CH3:26])[CH2:20][CH2:21]2)[s:3][c:4]2[c:5]1-[c:6]1[c:7]([cH:11][cH:12][cH:13][cH:14]1)[O:8][CH2:9][CH2:10]2. Reactants: CCCCOc1ccc(OC)cc1-c1cc(CO)ccc1C(C)(C)C, ClCCl, O=S(Cl)Cl. Product: CCCCOc1ccc(OC)cc1-c1cc(CCl)ccc1C(C)(C)C. RXN SMILES: [CH2:1]([CH2:2][CH2:3][CH3:4])[O:5][c:6]1[c:7](-[c:14]2[cH:15][c:16]([CH2:24][OH:25])[cH:17][cH:18][c:19]2[C:20]([CH3:21])([CH3:22])[CH3:23])[cH:8][c:9]([O:12][CH3:13])[cH:10][cH:11]1.[Cl:30][CH2:31][Cl:32].[S:26]([Cl:27])([Cl:28])=[O:29]>>[CH2:1]([CH2:2][CH2:3][CH3:4])[O:5][c:6]1[c:7](-[c:14]2[cH:15][c:16]([CH2:24][Cl:28])[cH:17][cH:18][c:19]2[C:20]([CH3:21])([CH3:22])[CH3:23])[cH:8][c:9]([O:12][CH3:13])[cH:10][cH:11]1. Solvent: [OH-].[Na+] (sodium hydroxide). As a reaction SMILES: [S:1]([C:5]1[S:16][C:8]2[CH2:9][N:10](C(=O)C)[CH2:11][CH2:12][C:7]=2[CH:6]=1)(=[O:4])(=[O:3])[NH2:2].Cl.C(=O)([O-])[O-].[Na+].[Na+].C(OCC)(=O)C.CO>[OH-].[Na+]>[S:1]([C:5]1[S:16][C:8]2[CH2:9][NH:10][CH2:11][CH2:12][C:7]=2[CH:6]=1)(=[O:3])(=[O:4])[NH2:2] |f:2.3.4,5.6,7.8|. Starting materials: C(C)(=O)OCC.CO (ethyl acetate methanol), S(N)(=O)(=O)C1=CC2=C(CN(CC2)C(C)=O)S1 (2-sulfamoyl-6-acetyl-4,5,6,7-tetrahydrothieno[2,3-c]pyridine), C([O-])([O-])=O.[Na+].[Na+] (sodium carbonate), Cl (hydrochloric acid). Product: S(N)(=O)(=O)C1=CC2=C(CNCC2)S1 (2-Sulfamoyl-4,5,6,7-tetrahydrothieno[2,3-c]pyridine). Reaction conditions: temperature 80 celsius. Procedure details: A suspension of 2-sulfamoyl-6-acetyl-4,5,6,7-tetrahydrothieno[2,3-c]pyridine (9.61 g, 37 mmol) in 20% sodium hydroxide solution (75 ml) was warmed at 80° C. for 3 hours. The resultant clear solution was cooled, acidified with concentrated hydrochloric acid, and then made basic with saturated sodium carbonate solution. The product was isolated by exhaustive extraction into ethyl acetate/methanol. The dried solution was evaporated to give 7.36 g (91% yield) of product. Recrystallization from ethyl... The yield is 91.1%. Starting materials: C(C1=CC=CC=C1)OCCO (2-benzyloxyethanol), C1(=CC=C(C=C1)S(=O)(=O)Cl)C (p-toluene sulfonyl chloride), [H-].[Na+] (sodium hydride). Run in COCCOC (ethylene glycol dimethyl ether), COCCOC (ethylene glycol dimethyl ether). Reaction conditions: time 18 hour. Product: C1(=CC=C(C=C1)S(=O)(=O)OCCOCC1=CC=CC=C1)C (2-benzyloxyethyl p-toluenesulfonate). Isolated yield 78.3%. Reaction SMILES: [H-].[Na+].[CH2:3]([O:10][CH2:11][CH2:12][OH:13])[C:4]1[CH:9]=[CH:8][CH:7]=[CH:6][CH:5]=1.[C:14]1([CH3:24])[CH:19]=[CH:18][C:17]([S:20](Cl)(=[O:22])=[O:21])=[CH:16][CH:15]=1>COCCOC>[C:14]1([CH3:24])[CH:19]=[CH:18][C:17]([S:20]([O:13][CH2:12][CH2:11][O:10][CH2:3][C:4]2[CH:9]=[CH:8][CH:7]=[CH:6][CH:5]=2)(=[O:22])=[O:21])=[CH:16][CH:15]=1 |f:0.1|. Procedure details: To a slurry of sodium hydride (0.4 g,17 mmol) in 20 ml ethylene glycol dimethyl ether cooled with an ice bath under an atmosphere of nitrogen, a solution of 2-benzyloxyethanol (2.1 ml, 15 mmol) and p-toluene sulfonyl chloride (2.9 g, 15 mmol) in ethylene glycol dimethyl ether was added dropwise. When the addition was complete, the ice bath was removed and the solution stirred at room temperature for 18 hours. After dilution with diethyl ether, the resulting slurry was filtered through anhydrous ... Reactants: S(=O)(Cl)Cl (thionyl chloride), C(=O)NC=1SC=C(N1)C(C(=O)O)=O (2-(2-formylaminothiazol-4-yl)glyoxylic acid), CC1S[C@H]2N(C(=C1)C(=O)O)C(C2N)=O (2-methyl-7-amino-3-cephem-4-carboxylic acid), C[Si](C)(C)CC(=O)N (trimethylsilylacetamide), C(=O)N=C1SC=C(N1)C(C(=O)O)=O (2-(2-formylimino-2,3-dihydrothiazol-4-yl)glyoxylic acid), C([O-])(O)=O.[Na+] (sodium bicarbonate). Run in C(Cl)Cl (methylene chloride), CN(C=O)C (dimethylformamide), C(Cl)Cl (methylene chloride), O (water). Run at time 4 hour. The product is CC1S[C@H]2N(C(=C1)C(=O)O)C(C2NC(C(=O)C=2N=C(SC2)NC=O)=O)=O (2-methyl-7-[2-(2-formylaminothiazol-4-yl)glyoxylamido]-3-cephem-4-carboxylic acid). Reaction SMILES: S(Cl)(Cl)=O.[CH:5]([NH:7][C:8]1[S:9][CH:10]=[C:11]([C:13](=[O:17])[C:14]([OH:16])=O)[N:12]=1)=[O:6].[CH3:18][CH:19]1[CH:24]=[C:23]([C:25]([OH:27])=[O:26])[N:22]2[C:28](=[O:31])[CH:29]([NH2:30])[C@H:21]2[S:20]1.C[Si](CC(N)=O)(C)C.C(=O)(O)[O-].[Na+]>C(Cl)Cl.O.CN(C)C=O>[CH3:18][CH:19]1[CH:24]=[C:23]([C:25]([OH:27])=[O:26])[N:22]2[C:28](=[O:31])[CH:29]([NH:30][C:14](=[O:16])[C:13]([C:11]3[N:12]=[C:8]([NH:7][CH:5]=[O:6])[S:9][CH:10]=3)=[O:17])[C@H:21]2[S:20]1 |f:4.5|. Procedure details: To a solution of thionyl chloride (3.01 g.) in methylene chloride (45 ml.) were added dimethylformamide (0.928 g.) and 2-(2-formylaminothiazol-4-yl)glyoxylic acid, which can be represented as 2-(2-formylimino-2,3-dihydrothiazol-4-yl)glyoxylic acid, (3.71 g.) in turn, and the mixture was stirred for 4 hours at room temperature. Thus obtained mixture was added over 5 minutes to a solution, which was prepared by stirring a mixture of 2-methyl-7-amino-3-cephem-4-carboxylic acid (3.3 g.) and trimethy...